From a dataset of the Open Reaction Database (ORD), a public repository of structured organic reaction records. describe an organic reaction: reactants, conditions, products, and yield Reactants: COC(O)C(F)(F)F, Cc1ccccc1, NC(CO)CSCC1CC1, O. Yields the product FC(F)(F)C1NC(CSCC2CC2)CO1. Reaction SMILES: [CH3:11][O:12][CH:13]([C:14]([F:15])([F:16])[F:17])[OH:18].[CH3:20][c:21]1[cH:22][cH:23][cH:24][cH:25][cH:26]1.[NH2:1][CH:2]([CH2:3][OH:4])[CH2:5][S:6][CH2:7][CH:8]1[CH2:9][CH2:10]1.[OH2:19]>>[NH:1]1[CH:2]([CH2:5][S:6][CH2:7][CH:8]2[CH2:9][CH2:10]2)[CH2:3][O:4][CH:13]1[C:14]([F:15])([F:16])[F:17].